From a dataset of the Open Reaction Database (ORD), a public repository of structured organic reaction records. describe an organic reaction: reactants, conditions, products, and yield Starting materials: CN1C(OC2=C1C=C(C=C2)C(=O)O)=O (3-methyl-2-oxo-2,3-dihydro-benzooxazole-5-carboxylic acid), C(C(=O)Cl)(=O)Cl (oxalylchloride). Reagents/catalysts: CN(C)C=O (DMF). Solvent: C(Cl)Cl (CH2Cl2). Conditions: time 2 hour. Yields the product CN1C(OC2=C1C=C(C=C2)C(=O)Cl)=O (3-Methyl-2-oxo-2,3-dihydro-benzooxazole-5-carbonyl chloride). As a reaction SMILES: [CH3:1][N:2]1[C:6]2[CH:7]=[C:8]([C:11](O)=[O:12])[CH:9]=[CH:10][C:5]=2[O:4][C:3]1=[O:14].C(Cl)(=O)C([Cl:18])=O>C(Cl)Cl.CN(C=O)C>[CH3:1][N:2]1[C:6]2[CH:7]=[C:8]([C:11]([Cl:18])=[O:12])[CH:9]=[CH:10][C:5]=2[O:4][C:3]1=[O:14]. Procedure details: To a suspension of 3-methyl-2-oxo-2,3-dihydro-benzooxazole-5-carboxylic acid (2.50 g, obtained in Example 116, step 5) in CH2Cl2 (40 mL) were added nine drops of DMF and oxalylchloride (1.78 mL). The mixture was stirred at room temperature for 2 hours and was then concentrated to dryness. The resulting solid was dried at high vacuum over night. The title compound was abtained as a colorless solid (2.85 g, 99%). MS (EI)=211.0 [M+].